This data is from the Open Reaction Database (ORD), a public repository of structured organic reaction records. The task is: describe an organic reaction: reactants, conditions, products, and yield The reactants are ClCCCl, ClCCl, Cl, COC(CCC(=O)O)c1ccc(F)c(C)c1, [Na+], O=C([O-])O, NOC1CCCCO1, On1nnc2ccccc21. The product is COC(CCC(=O)NOC1CCCCO1)c1ccc(F)c(C)c1. RXN SMILES: [CH2:40]([Cl:41])[CH2:42][Cl:43].[Cl:45][CH2:46][Cl:47].[ClH:44].[F:24][c:25]1[c:26]([CH3:39])[cH:27][c:28]([CH:31]([CH2:32][CH2:33][C:34](=[O:35])[OH:36])[O:37][CH3:38])[cH:29][cH:30]1.[Na+:23].[O-:19][C:20]([OH:21])=[O:22].[O:1]1[CH:2]([O:7][NH2:8])[CH2:3][CH2:4][CH2:5][CH2:6]1.[OH:9][n:10]1[c:11]2[c:12]([cH:13][cH:14][cH:15][cH:16]2)[n:17][n:18]1>>[O:1]1[CH:2]([O:7][NH:8][C:34]([CH2:33][CH2:32][CH:31]([c:28]2[cH:27][c:26]([CH3:39])[c:25]([F:24])[cH:30][cH:29]2)[O:37][CH3:38])=[O:35])[CH2:3][CH2:4][CH2:5][CH2:6]1. Starting materials: Brc1ccncc1, CS(C)=O, Cl, [K+], [OH-], O, OCCCCCCSc1nc2ccccc2[nH]1. Yields the product c1ccc2[nH]c(SCCCCCCOc3ccncc3)nc2c1. RXN SMILES: [Br:19][c:20]1[cH:21][cH:22][n:23][cH:24][cH:25]1.[CH3:28][S:29]([CH3:30])=[O:31].[ClH:18].[K+:27].[OH-:26].[OH2:32].[OH:1][CH2:2][CH2:3][CH2:4][CH2:5][CH2:6][CH2:7][S:8][c:9]1[nH:10][c:11]2[c:12]([n:13]1)[cH:14][cH:15][cH:16][cH:17]2>>[O:1]([CH2:2][CH2:3][CH2:4][CH2:5][CH2:6][CH2:7][S:8][c:9]1[n:10][c:11]2[c:12]([nH:13]1)[cH:14][cH:15][cH:16][cH:17]2)[c:20]1[cH:21][cH:22][n:23][cH:24][cH:25]1. The reactants are O=C(O)c1cn(Cc2ccccc2)c2ccccc12, ClCCl, O=C(Cl)C(=O)Cl, CN(C)C=O. Yields the product O=C(Cl)c1cn(Cc2ccccc2)c2ccccc12. RXN SMILES: [CH2:1]([c:2]1[cH:3][cH:4][cH:5][cH:6][cH:7]1)[n:8]1[cH:9][c:10]([C:17](=[O:18])[OH:19])[c:11]2[cH:12][cH:13][cH:14][cH:15][c:16]12.[CH2:26]([Cl:27])[Cl:28].[Cl:20][C:21]([C:22]([Cl:23])=[O:24])=[O:25].[O:29]=[CH:30][N:31]([CH3:32])[CH3:33]>>[CH2:1]([c:2]1[cH:3][cH:4][cH:5][cH:6][cH:7]1)[n:8]1[cH:9][c:10]([C:17](=[O:19])[Cl:20])[c:11]2[cH:12][cH:13][cH:14][cH:15][c:16]12. Starting materials: COc1cc2c(Nc3ccc4[nH]ccc4c3)ncnc2cc1OCc1ccccc1, CO, O=C[O-], Cl, [NH4+], CN(C)C=O. Product: COc1cc2c(Nc3ccc4[nH]ccc4c3)ncnc2cc1O. RXN SMILES: [CH2:2]([c:3]1[cH:4][cH:5][cH:6][cH:7][cH:8]1)[O:9][c:10]1[c:11]([O:30][CH3:31])[cH:12][c:13]2[c:14]([NH:20][c:21]3[cH:22][c:23]4[cH:24][cH:25][nH:26][c:27]4[cH:28][cH:29]3)[n:15][cH:16][n:17][c:18]2[cH:19]1.[CH3:36][OH:37].[CH:32]([O-:33])=[O:34].[ClH:1].[NH4+:35].[O:38]=[CH:39][N:40]([CH3:41])[CH3:42]>>[OH:9][c:10]1[c:11]([O:30][CH3:31])[cH:12][c:13]2[c:14]([NH:20][c:21]3[cH:22][c:23]4[cH:24][cH:25][nH:26][c:27]4[cH:28][cH:29]3)[n:15][cH:16][n:17][c:18]2[cH:19]1. The reactants are FC(S(=O)(=O)OC1=CC=NC2=CN=C(C=C12)Cl)(F)F (6-chloro-1,7-naphthyridin-4-yl trifluoromethanesulfonate), N1C[C@H](CCC1)NC(OC(C)(C)C)=O ((S)-tert-butyl piperidin-3-ylcarbamate), CCN(C(C)C)C(C)C (DIEA). Run in C(Cl)Cl (CH2Cl2). Yields the product ClC=1C=C2C(=CC=NC2=CN1)N1C[C@H](CCC1)NC(OC(C)(C)C)=O ((S)-tert-butyl 1-(6-chloro-1,7-naphthyridin-4-yl)piperidin-3-ylcarbamate). The yield is 61.0%. Reaction SMILES: FC(F)(F)S(O[C:7]1[C:16]2[C:11](=[CH:12][N:13]=[C:14]([Cl:17])[CH:15]=2)[N:10]=[CH:9][CH:8]=1)(=O)=O.[NH:20]1[CH2:25][CH2:24][CH2:23][C@H:22]([NH:26][C:27](=[O:33])[O:28][C:29]([CH3:32])([CH3:31])[CH3:30])[CH2:21]1.CCN(C(C)C)C(C)C>C(Cl)Cl>[Cl:17][C:14]1[CH:15]=[C:16]2[C:11](=[CH:12][N:13]=1)[N:10]=[CH:9][CH:8]=[C:7]2[N:20]1[CH2:25][CH2:24][CH2:23][C@H:22]([NH:26][C:27](=[O:33])[O:28][C:29]([CH3:31])([CH3:30])[CH3:32])[CH2:21]1. Reported procedure: A solution of 6-chloro-1,7-naphthyridin-4-yl trifluoromethanesulfonate (1.0 equiv.), (S)-tert-butyl piperidin-3-ylcarbamate (1.0 equiv.) and DIEA (1.5 equiv.) in CH2Cl2 (0.3 M) was stirred at rt for 120 hours. The solution was partitioned between EtOAc and Na2CO3(sat.). Upon separation, the organic layer was washed with NaCl(sat.), dried over MgSO4, concentrated and purified by silica gel chromatography (EtOAc eluant) to yield (S)-tert-butyl 1-(6-chloro-1,7-naphthyridin-4-yl)piperidin-3-ylcarbam... Reactants: Cl (hydrochloric acid), N1C=CC2=C1N=CC=C2C#N (1H-pyrrolo[2,3-b]pyridine-4-carbonitrile), FC1=C(C=CC(=C1C=O)F)NS(=O)(=O)C1=CC=C(C=C1)C(F)(F)F (N-(2,4-difluoro-3-formyl-phenyl)-4-trifluoromethyl-benzenesulfonamide), [OH-].[K+] (potassium hydroxide). Solvent: CO (methanol). Conditions: time 46 hour. Yields the product C(#N)C1=C2C(=NC=C1)NC=C2C(C=2C(=C(C=CC2F)NS(=O)(=O)C2=CC=C(C=C2)C(F)(F)F)F)O (N-{3-[(4-Cyano-1H-pyrrolo[2,3-b]pyridin-3-yl)-hydroxy-methyl]-2,4-difluoro-phenyl}-4-trifluoromethyl-benzenesulfonamide). The yield is 9.3%. As a reaction SMILES: [NH:1]1[C:5]2[N:6]=[CH:7][CH:8]=[C:9]([C:10]#[N:11])[C:4]=2[CH:3]=[CH:2]1.[F:12][C:13]1[C:18]([CH:19]=[O:20])=[C:17]([F:21])[CH:16]=[CH:15][C:14]=1[NH:22][S:23]([C:26]1[CH:31]=[CH:30][C:29]([C:32]([F:35])([F:34])[F:33])=[CH:28][CH:27]=1)(=[O:25])=[O:24].[OH-].[K+].Cl>CO>[C:10]([C:9]1[CH:8]=[CH:7][N:6]=[C:5]2[NH:1][CH:2]=[C:3]([CH:19]([OH:20])[C:18]3[C:13]([F:12])=[C:14]([NH:22][S:23]([C:26]4[CH:27]=[CH:28][C:29]([C:32]([F:35])([F:34])[F:33])=[CH:30][CH:31]=4)(=[O:25])=[O:24])[CH:15]=[CH:16][C:17]=3[F:21])[C:4]=12)#[N:11] |f:2.3|. Procedure: Into a round bottom flask 1H-pyrrolo[2,3-b]pyridine-4-carbonitrile (5, 0.054 g, 0.38 mmol), N-(2,4-difluoro-3-formyl-phenyl)-4-trifluoromethyl-benzenesulfonamide (4, 0.179 g, 0.49 mmol), 0.75 mL of methanol and potassium hydroxide (0.103 g, 1.89 mmol) were combined. The reaction was stirred at room temperature for 46 hours, then neutralized with 0.1 N aqueous hydrochloric acid and extracted 3× with ethyl acetate. The organic layers were combined and washed with brine, then dried over sodium sulf... Reactants: OC1=CC=C(C=C1)C=1N=C(NC1C1=CC=C(C=C1)O)S(=O)(=O)C(C(F)F)(F)F (4,5-bis(4-hydroxyphenyl)-2-(1,1,2,2-tetrafluoroethylsulfonyl)imidazole), C(C)(=O)OC(C)=O (acetic anhydride), N1=CC=CC=C1 (pyridine), O (water). Product: C(C)(=O)OC1=CC=C(C=C1)C=1N=C(NC1C1=CC=C(C=C1)OC(C)=O)S(=O)(=O)C(C(F)F)(F)F (4,5-bis(4-acetoxyphenyl)-2-(1,1,2,2-tetrafluoroethylsulfonyl)imidazole). RXN SMILES: [OH:1][C:2]1[CH:7]=[CH:6][C:5]([C:8]2[N:9]=[C:10]([S:20]([C:23]([F:28])([F:27])[CH:24]([F:26])[F:25])(=[O:22])=[O:21])[NH:11][C:12]=2[C:13]2[CH:18]=[CH:17][C:16]([OH:19])=[CH:15][CH:14]=2)=[CH:4][CH:3]=1.[C:29](OC(=O)C)(=[O:31])[CH3:30].N1[CH:41]=[CH:40]C=CC=1.[OH2:42]>>[C:29]([O:1][C:2]1[CH:3]=[CH:4][C:5]([C:8]2[N:9]=[C:10]([S:20]([C:23]([F:27])([F:28])[CH:24]([F:26])[F:25])(=[O:21])=[O:22])[NH:11][C:12]=2[C:13]2[CH:14]=[CH:15][C:16]([O:19][C:40](=[O:42])[CH3:41])=[CH:17][CH:18]=2)=[CH:6][CH:7]=1)(=[O:31])[CH3:30]. Reported procedure: A mixture of 4,5-bis(4-hydroxyphenyl)-2-(1,1,2,2-tetrafluoroethylsulfonyl)imidazole (0.1 mole), acetic anhydride (0.2 mole), and pyridine (500 ml.) is heated for two hrs. on the steam bath. On pouring the mixture into water there is obtained as product 4,5-bis(4-acetoxyphenyl)-2-(1,1,2,2-tetrafluoroethylsulfonyl)imidazole. Reactants: [H-].[Na+] (NaH), C1(=CC=CC=C1)C=1NC(N(C1C1=CC=CC=C1)C)=O (4.5-diphenyl-1-methyl-4-imidazolin-2-one), COC(CCCCCCCBr)=O (8-bromocaprylic acid methyl ester). The solvent is CN(C)C=O (DMF). The product is COC(CCCCCCCN1C(N(C(=C1C1=CC=CC=C1)C1=CC=CC=C1)C)=O)=O (8-(4.5-Diphenyl-3-methyl-2-oxo-4-imidazolin-1-yl) caprylic acid methyl ester). As a reaction SMILES: [H-].[Na+].[C:3]1([C:9]2[NH:10][C:11](=[O:21])[N:12]([CH3:20])[C:13]=2[C:14]2[CH:19]=[CH:18][CH:17]=[CH:16][CH:15]=2)[CH:8]=[CH:7][CH:6]=[CH:5][CH:4]=1.[CH3:22][O:23][C:24](=[O:33])[CH2:25][CH2:26][CH2:27][CH2:28][CH2:29][CH2:30][CH2:31]Br>CN(C=O)C>[CH3:22][O:23][C:24](=[O:33])[CH2:25][CH2:26][CH2:27][CH2:28][CH2:29][CH2:30][CH2:31][N:10]1[C:9]([C:3]2[CH:8]=[CH:7][CH:6]=[CH:5][CH:4]=2)=[C:13]([C:14]2[CH:15]=[CH:16][CH:17]=[CH:18][CH:19]=2)[N:12]([CH3:20])[C:11]1=[O:21] |f:0.1|. Reported procedure: The product is produced as described in example 1 from 2.4 g of NaH (80% suspension in mineral oil), 20 g of 4.5-diphenyl-1-methyl-4-imidazolin-2-one, 160 cc. of DMF, 19 g of 8-bromocaprylic acid methyl ester and 2.4 g of NaJ.